This data is from the Open Reaction Database (ORD), a public repository of structured organic reaction records. The task is: describe an organic reaction: reactants, conditions, products, and yield Starting materials: NC(=O)CBr, O=C([O-])[O-], CC1(C)OB(c2cn[nH]c2)OC1(C)C, CC#N, [Cs+], [Cs+]. Product: CC1(C)OB(c2cnn(CC(N)=O)c2)OC1(C)C. RXN SMILES: [Br:15][CH2:16][C:17](=[O:18])[NH2:19].[C:20](=[O:21])([O-:22])[O-:23].[CH3:1][C:2]1([CH3:14])[O:3][B:4]([c:9]2[cH:10][n:11][nH:12][cH:13]2)[O:5][C:6]1([CH3:7])[CH3:8].[CH3:26][C:27]#[N:28].[Cs+:24].[Cs+:25]>>[CH3:1][C:2]1([CH3:14])[O:3][B:4]([c:9]2[cH:10][n:11]([CH2:16][C:17](=[O:18])[NH2:19])[n:12][cH:13]2)[O:5][C:6]1([CH3:7])[CH3:8]. The reactants are Cl.FC(C1=C(C(C2=CC=C(C=C2)SC)OC2CNC2)C=CC=C1)(F)F (3-[2-trifluoromethyl-4′-(methylthio)benzhydryloxy]azetidine hydrochloride), [N-]=C=O (isocyanate), compound ( 10 ). The product is FC(C1=C(C(C2=CC=C(C=C2)SC)OC2CN(C2)C(=O)NC(C)CC)C=CC=C1)(F)F (3-[2-(trifluoromethyl)-4′-(methylthio)benzhydryloxy]-N-(sec-butyl)-azetidine-1-carboxamide). Reaction SMILES: Cl.[F:2][C:3]([F:25])([F:24])[C:4]1[CH:23]=[CH:22][CH:21]=[CH:20][C:5]=1[CH:6]([O:15][CH:16]1[CH2:19][NH:18][CH2:17]1)[C:7]1[CH:12]=[CH:11][C:10]([S:13][CH3:14])=[CH:9][CH:8]=1.[N-:26]=[C:27]=[O:28]>>[F:25][C:3]([F:2])([F:24])[C:4]1[CH:23]=[CH:22][CH:21]=[CH:20][C:5]=1[CH:6]([O:15][CH:16]1[CH2:19][N:18]([C:27]([NH:26][CH:4]([CH2:5][CH3:6])[CH3:3])=[O:28])[CH2:17]1)[C:7]1[CH:12]=[CH:11][C:10]([S:13][CH3:14])=[CH:9][CH:8]=1 |f:0.1|. Procedure: This material was prepared from 3-[2-trifluoromethyl-4′-(methylthio)benzhydryloxy]azetidine hydrochloride (118) and the corresponding isocyanate using the procedure described for compound (10).